From a dataset of the Open Reaction Database (ORD), a public repository of structured organic reaction records. describe an organic reaction: reactants, conditions, products, and yield The reactants are ClC1=CC=NC2=CC(=C(C=C12)OC)OC (4-Chloro-6,7-dimethoxyquinoline), FC1=C(C(C=O)=CC=C1)O (3-fluorosalicylaldehyde), O (water). Reagents/catalysts: CN(C1=CC=NC=C1)C (4-dimethylaminopyridine). Run in ClC1=CC=CC=C1 (monochlorobenzene). Run at temperature 130 celsius, time 8 hour. Yields the product COC=1C=C2C(=CC=NC2=CC1OC)OC1=C(C=O)C=CC=C1F (2-[(6,7-dimethoxy-4-quinolyl)oxy]-3-fluorobenzaldehyde). RXN SMILES: Cl[C:2]1[C:11]2[C:6](=[CH:7][C:8]([O:14][CH3:15])=[C:9]([O:12][CH3:13])[CH:10]=2)[N:5]=[CH:4][CH:3]=1.[F:16][C:17]1[CH:24]=[CH:23][CH:22]=[C:19]([CH:20]=[O:21])[C:18]=1[OH:25].O>CN(C)C1C=CN=CC=1.ClC1C=CC=CC=1>[CH3:13][O:12][C:9]1[CH:10]=[C:11]2[C:6](=[CH:7][C:8]=1[O:14][CH3:15])[N:5]=[CH:4][CH:3]=[C:2]2[O:25][C:18]1[C:17]([F:16])=[CH:24][CH:23]=[CH:22][C:19]=1[CH:20]=[O:21]. Procedure details: 4-Chloro-6,7-dimethoxyquinoline (111 mg), 3-fluorosalicylaldehyde (280 mg), and 4-dimethylaminopyridine (244 mg) were suspended in monochlorobenzene (2 ml), and the suspension was stirred at 130° C. overnight. The reaction solution was cooled to room temperature, water was then added to the reaction solution, and the mixture was extracted with ethyl acetate. The ethyl acetate layer was then washed with water and saturated brine and was dried over anhydrous sodium sulfate. The solvent was removed... Starting materials: ClCC(=O)C1=CC(=C(C=C1)Cl)S(N)(=O)=O (2,4'-dichloro-3'-sulfamoylacetophenone), C(C(C)C)NC(=S)NCC(C)C (1,3-diisobutylthiourea). Product: Cl.ClC1=C(C=C(C=C1)C1(N(C(SC1)=NCC(C)C)CC(C)C)O)S(N)(=O)=O (4-(4-Chloro-3-sulfamoylphenyl)-3-isobutyl-2-isobutylimino-1,3-thiazolidine-4-ol-hydrochloride). As a reaction SMILES: [Cl:1][CH2:2][C:3]([C:5]1[CH:10]=[CH:9][C:8]([Cl:11])=[C:7]([S:12](=[O:15])(=[O:14])[NH2:13])[CH:6]=1)=[O:4].[CH2:16]([NH:20][C:21]([NH:23][CH2:24][CH:25]([CH3:27])[CH3:26])=[S:22])[CH:17]([CH3:19])[CH3:18]>>[ClH:1].[Cl:11][C:8]1[CH:9]=[CH:10][C:5]([C:3]2([OH:4])[CH2:2][S:22][C:21](=[N:20][CH2:16][CH:17]([CH3:18])[CH3:19])[N:23]2[CH2:24][CH:25]([CH3:27])[CH3:26])=[CH:6][C:7]=1[S:12](=[O:15])(=[O:14])[NH2:13] |f:2.3|. Procedure details: 5.3 g of 2,4'-dichloro-3'-sulfamoylacetophenone and 3.8 g of 1,3-diisobutylthiourea were reacted according to the prescription made in Example 16 and worked up as described in Example 25.